This data is from the Open Reaction Database (ORD), a public repository of structured organic reaction records. The task is: describe an organic reaction: reactants, conditions, products, and yield Starting materials: CN1C(C(=C(C=C1C)O)C(=O)OCC)=O (ethyl 1,6-dimethyl-4-hydroxy-2-oxo-1,2-dihydropyridine-3-carboxyl ate), NC=1SC=C(N1)CC (2-amino-4-ethylthiazole), BrC1=CC=CC=C1 (bromobenzene). Reaction conditions: time 5.5 hour. Yields the product CN1C(C(=C(C=C1C)O)C(=O)NC=1SC=C(N1)CC)=O (1,6-dimethyl-N-(4-ethylthiazol-2-yl)-4-hydroxy-2-oxo-1,2-di hydropyridine-3-carboxamide). Isolated yield 56.0%. As a reaction SMILES: [CH3:1][N:2]1[C:7]([CH3:8])=[CH:6][C:5]([OH:9])=[C:4]([C:10]([O:12]CC)=O)[C:3]1=[O:15].[NH2:16][C:17]1[S:18][CH:19]=[C:20]([CH2:22][CH3:23])[N:21]=1.BrC1C=CC=CC=1>>[CH3:1][N:2]1[C:7]([CH3:8])=[CH:6][C:5]([OH:9])=[C:4]([C:10]([NH:16][C:17]2[S:18][CH:19]=[C:20]([CH2:22][CH3:23])[N:21]=2)=[O:12])[C:3]1=[O:15]. Procedure: 210 mg of ethyl 1,6-dimethyl-4-hydroxy-2-oxo-1,2-dihydropyridine-3-carboxyl ate and 117 mg of 2-amino-4-ethylthiazole were added to 2.5 ml of bromobenzene, then, the mixture was stirred for 5.5 hours under heat refluxing condition. The reaction mixture was cooled to room temperature. The resulting solid was collected by filtration, and washed with a mixed solvent of t-butyl methyl ether and hexane and dried to obtain 150 mg of 1,6-dimethyl-N-(4-ethylthiazol-2-yl)-4-hydroxy-2-oxo-1,2-di hydropyri... Yields the product C(C)N(C1=C(C=CC(=C1)OC)C1CC=2C=CC(=CC2CC1)O)CC1=CC=C(C=C1)OC(CN1CCCCC1)C (6-{2-{Ethyl[4-(1-methyl-2-piperidin-1-ylethoxy)benzyl]amino}-4-methoxyphenyl}-5,6,7,8-tetrahydronaphthalen-2-ol). As a reaction SMILES: [CH2:1]([N:3]([C:29](=O)[C:30]1[CH:35]=[CH:34][C:33]([OH:36])=[CH:32][CH:31]=1)[C:4]1[CH:9]=[C:8]([O:10][CH3:11])[CH:7]=[CH:6][C:5]=1[CH:12]1[CH2:21][CH2:20][C:19]2[CH:18]=[C:17]([O:22]C(=O)C(C)(C)C)[CH:16]=[CH:15][C:14]=2[CH2:13]1)[CH3:2].Cl[CH:39]([CH3:48])[C:40]([N:42]1[CH2:47][CH2:46][CH2:45][CH2:44][CH2:43]1)=O>>[CH2:1]([N:3]([CH2:29][C:30]1[CH:31]=[CH:32][C:33]([O:36][CH:39]([CH3:48])[CH2:40][N:42]2[CH2:47][CH2:46][CH2:45][CH2:44][CH2:43]2)=[CH:34][CH:35]=1)[C:4]1[CH:9]=[C:8]([O:10][CH3:11])[CH:7]=[CH:6][C:5]=1[CH:12]1[CH2:21][CH2:20][C:19]2[CH:18]=[C:17]([OH:22])[CH:16]=[CH:15][C:14]=2[CH2:13]1)[CH3:2]. Reported procedure: Synthesized from pivalic acid 6-{2-[ethyl(4-hydroxybenzoyl)amino]-4-methoxyphenyl}-5,6,7,8-tetrahydronaphthalen-2-yl ester (29 mg) and 2-chloro-1-piperidin-1-ylpropan-1-one (20 mg) according to an analogous synthetic method to Example 404 and purified by LC-MS, the title compound (13 mg) was obtained. Isolated yield 42.5%. The reactants are C(C)N(C1=C(C=CC(=C1)OC)C1CC=2C=CC(=CC2CC1)OC(C(C)(C)C)=O)C(C1=CC=C(C=C1)O)=O (pivalic acid 6-{2-[ethyl(4-hydroxybenzoyl)amino]-4-methoxyphenyl}-5,6,7,8-tetrahydronaphthalen-2-yl ester), ClC(C(=O)N1CCCCC1)C (2-chloro-1-piperidin-1-ylpropan-1-one). The reactants are ClC(C(=O)C1=CC=C2CN(C3=C(CN21)C=CC=C3)C(COC3=CC=C(C=C3)Cl)=O)(Cl)Cl (2,2,2-Trichloro-1-{10-[(4-chlorophenoxy)acetyl]-10,11-dihydro-5H-pyrrolo[2,1-c][1,4]benzodiazepin-3-yl}ethanone), C1(=CC=C(C=C1)N)C1=CC=CC=C1 (biphenyl-4-ylamine). Yields the product C1(=CC=C(C=C1)NC(=O)C1=CC=C2CN(C3=C(CN21)C=CC=C3)C(COC3=CC=C(C=C3)Cl)=O)C3=CC=CC=C3 (N-(1,1′-BIPHENYL-4-YL)-10-[(4-CHLOROPHENOXY)ACETYL]-10,11-DIHYDRO-5H-PYRROLO[2,1-C][1,4]BENZODIAZEPINE-3-CARBOXAMIDE). Reaction SMILES: ClC(Cl)(Cl)[C:3]([C:5]1[N:14]2[C:8]([CH2:9][N:10]([C:19](=[O:29])[CH2:20][O:21][C:22]3[CH:27]=[CH:26][C:25]([Cl:28])=[CH:24][CH:23]=3)[C:11]3[CH:18]=[CH:17][CH:16]=[CH:15][C:12]=3[CH2:13]2)=[CH:7][CH:6]=1)=[O:4].[C:32]1([C:39]2[CH:44]=[CH:43][CH:42]=[CH:41][CH:40]=2)[CH:37]=[CH:36][C:35]([NH2:38])=[CH:34][CH:33]=1>>[C:32]1([C:39]2[CH:44]=[CH:43][CH:42]=[CH:41][CH:40]=2)[CH:33]=[CH:34][C:35]([NH:38][C:3]([C:5]2[N:14]3[C:8]([CH2:9][N:10]([C:19](=[O:29])[CH2:20][O:21][C:22]4[CH:23]=[CH:24][C:25]([Cl:28])=[CH:26][CH:27]=4)[C:11]4[CH:18]=[CH:17][CH:16]=[CH:15][C:12]=4[CH2:13]3)=[CH:7][CH:6]=2)=[O:4])=[CH:36][CH:37]=1. Procedure details: The title compound was synthesized from 2,2,2-trichloro-1-{10-[(4-chlorophenoxy)acetyl]-10,11-dihydro-5H-pyrrolo[2,1-c][1,4]benzodiazepin-3-yl}ethanone of Example 67 (0.3 mmol) and biphenyl-4-ylamine (2.2 eq.) in the manner of Example 68, m.p. 201-202° C. MS [(+)ESI, m/z]: 548 [M+H]+ The reactants are CN1CCC=2NC=3C=CC(=CC3C2CC1)C (3,9-Dimethyl-1,2,3,4,5,6-hexahydroazepino[4,5-b]indole), C(=C)C1=CC=NC=C1 (4-vinylpyridine), [OH-].[Na+] (NaOH). Reagents/catalysts: [Cl-].C(CCC)[N+](CCCC)(CCCC)CCCC (tetra n-butyl ammonium chloride). Reaction conditions: temperature 110 celsius. Product: CN1CCC=2N(C=3C=CC(=CC3C2CC1)C)CCC1=CC=NC=C1 (3,9-dimethyl-6-(2-(pyridin-4-yl)ethyl)-1,2,3,4,5,6-hexahydroazepino[4,5-b]indole). The yield is 68.1%. Reaction SMILES: [CH3:1][N:2]1[CH2:15][CH2:14][C:13]2[C:12]3[CH:11]=[C:10]([CH3:16])[CH:9]=[CH:8][C:7]=3[NH:6][C:5]=2[CH2:4][CH2:3]1.[CH:17]([C:19]1[CH:24]=[CH:23][N:22]=[CH:21][CH:20]=1)=[CH2:18].[OH-].[Na+]>[Cl-].C([N+](CCCC)(CCCC)CCCC)CCC>[CH3:1][N:2]1[CH2:15][CH2:14][C:13]2[C:12]3[CH:11]=[C:10]([CH3:16])[CH:9]=[CH:8][C:7]=3[N:6]([CH2:18][CH2:17][C:19]3[CH:24]=[CH:23][N:22]=[CH:21][CH:20]=3)[C:5]=2[CH2:4][CH2:3]1 |f:2.3,4.5|. Reported procedure: The title compound was prepared by following general procedure 4. 3,9-Dimethyl-1,2,3,4,5,6-hexahydroazepino[4,5-b]indole (100 mg, 0.46 mmol), tetra n-butyl ammonium chloride (6 mg, 0.023 mmol), 4-vinylpyridine (58 mg, 0.55 mmol) were taken into 50% NaOH (3 mL). The reaction mixture was heated overnight at 110° C. The reaction mixture was extracted with ethyl acetate and organic layer was dried over Na2SO4, and concentrated under reduced pressure to obtain 100 mg of 3,9-dimethyl-6-(2-(pyridin-4-y... Starting materials: C1(=CC=C(C=C1)S(=O)(=O)N1CCN(CCN(CCN(CCCN(CCC1)S(=O)(=O)C1=CC=C(C=C1)C)S(=O)(=O)C1=CC=C(C=C1)C)S(=O)(=O)C1=CC=C(C=C1)C)S(=O)(=O)C1=CC=C(C=C1)C)C (1,4,7,10,14-penta(p-toluenesulfonyl)-1,4,7,10,14-pentaazacycloheptadecane), C(C)O (ethanol), Example 12A, OS(=O)(=O)O (H2SO4). Solvent: C(C)OCC (ethyl ether). Run at temperature 100 celsius. Yields the product N1CCNCCNCCNCCCNCCC1 (1,4,7,10,14-Pentaazacycloheptadecane). The yield is 39.0%. RXN SMILES: C1(C)C=CC(S([N:10]2[CH2:26][CH2:25][CH2:24][N:23](S(C3C=CC(C)=CC=3)(=O)=O)[CH2:22][CH2:21][CH2:20][N:19](S(C3C=CC(C)=CC=3)(=O)=O)[CH2:18][CH2:17][N:16](S(C3C=CC(C)=CC=3)(=O)=O)[CH2:15][CH2:14][N:13](S(C3C=CC(C)=CC=3)(=O)=O)[CH2:12][CH2:11]2)(=O)=O)=CC=1.OS(O)(=O)=O.C(O)C>C(OCC)C>[NH:10]1[CH2:26][CH2:25][CH2:24][NH:23][CH2:22][CH2:21][CH2:20][NH:19][CH2:18][CH2:17][NH:16][CH2:15][CH2:14][NH:13][CH2:12][CH2:11]1. Reported procedure: A mixture of 1,4,7,10,14-penta(p-toluenesulfonyl)-1,4,7,10,14-pentaazacycloheptadecane prepared as in Example 12A (28.5 g, 0.0279 mole) and concentrated H2SO4 (100 ml) was heated at 100° C. with stirring under a dry argon atmosphere for 72 H. To the resulting brown solution, ethanol (100 ml) was added dropwise with stirring at 0° C. followed by ethyl ether (1 l). The tan solid was filtered and washed thoroughly with ethyl ether. The solid was then dissolved in H2O (100 ml) and the resulting solu... Run in C1CCOC1 (THF), C1CCOC1 (THF), C(C)(=O)OCC (ethyl acetate), C1CCOC1 (THF). Conditions: temperature -40 celsius, time 1 hour. Procedure: To a stirring solution of diisopropylamine (56.4 g, 0.55 mol) in THF (500 mL) at −40° C., n-butyl lithium (200 mL, 2.66 M hexane solution) was added dropwise. The mixture was stirred at −40° C. for 1 hour and then cooled to −78° C. Then, a solution of 4-fluorobromobenzene (87.5 g, 0.50 mol) in THF (100 mL) was slowly added dropwise thereto such that the inner temperature of the reaction solution did not exceed −70° C. After the reaction solution was stirred at −78° C. for 1 hour, a solution of e... Starting materials: FC1=CC=C(C=C1)Br (4-fluorobromobenzene), FC(C(=O)OCC)(F)F (ethyl trifluoroacetate), [Cl-].[NH4+] (ammonium chloride), C(C)(C)NC(C)C (diisopropylamine), C(CCC)[Li] (n-butyl lithium). As a reaction SMILES: C(NC(C)C)(C)C.C([Li])CCC.[F:13][C:14]1[CH:19]=[CH:18][C:17]([Br:20])=[CH:16][CH:15]=1.[F:21][C:22]([F:29])([F:28])[C:23](OCC)=[O:24].[Cl-].[NH4+]>C1COCC1.C(OCC)(=O)C>[Br:20][C:17]1[CH:16]=[CH:15][C:14]([F:13])=[C:19]([C:23](=[O:24])[C:22]([F:29])([F:28])[F:21])[CH:18]=1 |f:4.5|. Yields the product BrC=1C=CC(=C(C1)C(C(F)(F)F)=O)F (1-(5-bromo-2-fluorophenyl)-2,2,2-trifluoroethanone). The reactants are C(#N)C1=CC=C(CBr)C=C1 (4-Cyano-benzyl bromide), ClC=1C=C(C=C2CN(C(C12)=O)CC1=CC=C(C=C1)OC(F)(F)F)CC1CCNCC1 (7-chloro-5-piperidin-4-ylmethyl-2-(4-trifluoromethoxy-benzyl)-2,3-dihydro-isoindol-1-one), C([O-])([O-])=O.[K+].[K+] (potassium carbonate), C(C)#N (acetonitrile). Solvent: O (Water). Reaction conditions: time 8 hour. Product: ClC=1C=C(C=C2CN(C(C12)=O)CC1=CC=C(C=C1)OC(F)(F)F)CC1CCN(CC1)CC1=CC=C(C#N)C=C1 (4-{4-[7-Chloro-1-oxo-2-(4-trifluoromethoxy-benzyl)-2,3-dihydro-1H-isoindol-5-ylmethyl]-piperidin-1-ylmethyl}-benzonitrile). Isolated yield 117.3%. Reaction SMILES: [C:1]([C:3]1[CH:10]=[CH:9][C:6]([CH2:7]Br)=[CH:5][CH:4]=1)#[N:2].[Cl:11][C:12]1[CH:13]=[C:14]([CH2:34][CH:35]2[CH2:40][CH2:39][NH:38][CH2:37][CH2:36]2)[CH:15]=[C:16]2[C:20]=1[C:19](=[O:21])[N:18]([CH2:22][C:23]1[CH:28]=[CH:27][C:26]([O:29][C:30]([F:33])([F:32])[F:31])=[CH:25][CH:24]=1)[CH2:17]2.C(=O)([O-])[O-].[K+].[K+].C(#N)C>O>[Cl:11][C:12]1[CH:13]=[C:14]([CH2:34][CH:35]2[CH2:40][CH2:39][N:38]([CH2:7][C:6]3[CH:9]=[CH:10][C:3]([C:1]#[N:2])=[CH:4][CH:5]=3)[CH2:37][CH2:36]2)[CH:15]=[C:16]2[C:20]=1[C:19](=[O:21])[N:18]([CH2:22][C:23]1[CH:28]=[CH:27][C:26]([O:29][C:30]([F:32])([F:33])[F:31])=[CH:25][CH:24]=1)[CH2:17]2 |f:2.3.4|. Procedure details: To a mixture of 4-Cyano-benzyl bromide (12 mg, 0.06 mmol), 7-chloro-5-piperidin-4-ylmethyl-2-(4-trifluoromethoxy-benzyl)-2,3-dihydro-isoindol-1-one (30.0 mg, 0.06 mmol) and potassium carbonate (42 mg, 0.3 mmol) was added acetonitrile (3.0 mL). The mixture was allowed to stir at room temperature overnight. Water (2.0 mL) was added and the product was extracted with ethyl acetate. The organic layer was washed with water, brine, dried over sodium sulfate, filtered and concentrated. Column chromatog...